Dataset: the Open Reaction Database (ORD), a public repository of structured organic reaction records. Task: describe an organic reaction: reactants, conditions, products, and yield Reactants: ClCc1nc2cscc2[nH]1, N#Cc1cccnc1N1CCNCC1. Yields the product N#Cc1cccnc1N1CCN(Cc2nc3cscc3[nH]2)CC1. As a reaction SMILES: [Cl:1][CH2:2][c:3]1[n:4][c:5]2[c:6]([nH:7]1)[cH:8][s:9][cH:10]2.[N:11]1([c:17]2[c:18]([C:19]#[N:20])[cH:21][cH:22][cH:23][n:24]2)[CH2:12][CH2:13][NH:14][CH2:15][CH2:16]1>>[CH2:2]([c:3]1[nH:4][c:5]2[c:6]([n:7]1)[cH:8][s:9][cH:10]2)[N:14]1[CH2:13][CH2:12][N:11]([c:17]2[c:18]([C:19]#[N:20])[cH:21][cH:22][cH:23][n:24]2)[CH2:16][CH2:15]1. Reactants: CON=CC1=CC=C2C=CNC2=C1 (1H-Indole-6-carbaldehyde O-methyl-oxime), Cl (hydrogen chloride). Reagents/catalysts: [Pd] (Pd/C). Run in C(C)O (ethanol). Run at time 3 hour. Product: N1C=CC2=CC=C(C=C12)CN (C-(1H-Indol-6-yl)-methylamine). Yield: 87.5%. As a reaction SMILES: CO[N:3]=[CH:4][C:5]1[CH:13]=[C:12]2[C:8]([CH:9]=[CH:10][NH:11]2)=[CH:7][CH:6]=1.Cl>C(O)C.[Pd]>[NH:11]1[C:12]2[C:8](=[CH:7][CH:6]=[C:5]([CH2:4][NH2:3])[CH:13]=2)[CH:9]=[CH:10]1. Procedure: An amount of 1H-Indole-6-carbaldehyde O-methyl-oxime (150 mg, 0.86 mmol) is dissolved in ethanol (6.5 mL). Then hydrogen chloride (0.62 mL) is added, followed by 10% Pd/C (15 mg). After hydrogenation at 35 psi for 3 h, the solution is filtered through Celite and evaporated to dryness. The residue is recrystallized from ethyl acetate to give 110 mg of crude product as a yellow solid. MS (ESI) m/z 147.3 (M+1). Reactants: ClC1=C2C(=NC=C1C(=O)O)N(N=C2)CC (4-Chloro-1-ethyl-1H-pyrazolo[3,4-b]pyridine-5-carboxylic acid). The solvent is S(=O)(Cl)Cl (thionyl chloride). Run at temperature 95 celsius, time 1 hour. Product: ClC1=C2C(=NC=C1C=1OC(=NN1)C)N(N=C2)CC (4-Chloro-1-ethyl-5-(5-methyl-1,3,4-oxadiazol-2-yl)-1H-pyrazolo[3,4-b]pyridine). The yield is 136.9%. Reaction SMILES: [Cl:1][C:2]1[C:7]([C:8]([OH:10])=O)=[CH:6][N:5]=[C:4]2[N:11]([CH2:14][CH3:15])[N:12]=[CH:13][C:3]=12>S(Cl)(Cl)=O>[Cl:1][C:2]1[C:7]([C:8]2[O:10][C:4]([CH3:3])=[N:11][N:12]=2)=[CH:6][N:5]=[C:4]2[N:11]([CH2:14][CH3:15])[N:12]=[CH:13][C:3]=12. Procedure details: Intermediate 11 (0.4 g) was dissolved in thionyl chloride (3 ml) and the mixture was heated at reflux (95° C.) with stirring for 1 h. After cooling to room temperature, excess thionyl chloride was removed by evaporation under reduced pressure and the resultant solid dissolved in anhydrous acetonitrile (2 ml). This solution was added to a solution of acetic hydrazide (0.145 g) and diisopropylethylamine (0.465 ml) in anhydrous acetonitrile (2 ml), and the mixture stirred for a further 2 h. The mix... The reactants are S(=O)(=O)(C1=CC=C(C)C=C1)OCCCCC1=C(C(C(=O)OC)=CC=C1NC(C)=O)O (methyl 3-(4'-tosyloxybutyl)-4-acetylaminosalicylate), [H-].[Na+] (sodium hydride), O (Water), [H-].[Na+] (NaH). Run in C1CCOC1 (THF), C(C)(=O)OCC (ethyl acetate). Conditions: time 24 hour. Product: EtOAc hexanes, C(C)(=O)NC1=CC=C(C2=C1CCCCO2)C(=O)OC (methyl 6-acetylamino-2,3,4,5-tetrahydro-1-benzoxepin-9-carboxylate). The yield is 5.0%. Reaction SMILES: S(O[CH2:12][CH2:13][CH2:14][CH2:15][C:16]1[C:25]([NH:26][C:27](=[O:29])[CH3:28])=[CH:24][CH:23]=[C:18]([C:19]([O:21][CH3:22])=[O:20])[C:17]=1[OH:30])(C1C=CC(C)=CC=1)(=O)=O.[H-].[Na+].O>C1COCC1.C(OCC)(=O)C>[C:27]([NH:26][C:25]1[C:16]2[CH2:15][CH2:14][CH2:13][CH2:12][O:30][C:17]=2[C:18]([C:19]([O:21][CH3:22])=[O:20])=[CH:23][CH:24]=1)(=[O:29])[CH3:28] |f:1.2|. Reported procedure: To a solution of 5 g (14.6 mmol) of methyl 3-(4'-tosyloxybutyl)-4-acetylaminosalicylate in 50 ml of THF is added 0.64 g (16.1 mmol) of sodium hydride (60% dispersion in mineral oil) portionwise at room temperature. After addition is complete stirring is continued 24 hours at room temperature. Water is added dropwise to decompose excess NaH. The reaction mixture is diluted with ethyl acetate and washed with water. The organic layer is dried over MgSO4, filtered and concentrated. Flash chromatogra... The reactants are C(C)(C)(C)OC(N[C@@H](CC1=CC=C(C=C1)OC1=CC=C(C=C1)Cl)CN(C(C)=O)OC(C)=O)=O ({(S)-1-[(Acetoxy-acetyl-amino)-methyl]-2-[4-(4-chloro-phenoxy)-phenyl]-ethyl}-carbamic acid tert butyl ester), C[O-].[Na+] (sodium methoxide), [NH4+].[Cl-] (NH4Cl). Solvent: CO (MeOH). Reaction conditions: time 30 minute. Product: C(C)(C)(C)OC(N[C@@H](CC1=CC=C(C=C1)OC1=CC=C(C=C1)Cl)CN(O)C(C)=O)=O ({(S)-1-[(Acetyl-hydroxy-amino)-methyl]-2-[4-(4-chloro-phenoxy)-phenyl]-ethyl}-carbamic acid tert butyl ester). Isolated yield 80.7%. RXN SMILES: [C:1]([O:5][C:6](=[O:33])[NH:7][C@H:8]([CH2:24][N:25]([O:29]C(=O)C)[C:26](=[O:28])[CH3:27])[CH2:9][C:10]1[CH:15]=[CH:14][C:13]([O:16][C:17]2[CH:22]=[CH:21][C:20]([Cl:23])=[CH:19][CH:18]=2)=[CH:12][CH:11]=1)([CH3:4])([CH3:3])[CH3:2].C[O-].[Na+].[NH4+].[Cl-]>CO>[C:1]([O:5][C:6](=[O:33])[NH:7][C@H:8]([CH2:24][N:25]([C:26](=[O:28])[CH3:27])[OH:29])[CH2:9][C:10]1[CH:15]=[CH:14][C:13]([O:16][C:17]2[CH:18]=[CH:19][C:20]([Cl:23])=[CH:21][CH:22]=2)=[CH:12][CH:11]=1)([CH3:4])([CH3:2])[CH3:3] |f:1.2,3.4|. Reported procedure: To a solution of {(S)-1-[(Acetoxy-acetyl-amino)-methyl]-2-[4-(4-chloro-phenoxy)-phenyl]-ethyl}-carbamic acid tert butyl ester (27 mg, 0.057 mmol, 1 eq.) in MeOH (2 ml) was added sodium methoxide (15 mg, 0.27 mmol, 4.7 eq.) until pH=10. The mixture was stirred at room temperature for 30 min. Then was poured into saturated NH4Cl solution (15 ml). The mixture was extracted with dichloromethane (3×5 ml). The combined DCM layers were washed with sodium bicarbonate solution (5 ml) and dried over anhyd... Reaction SMILES: [C:1]12([CH:11]([OH:37])[CH2:12][O:13][C:14]3[CH:18]=[C:17]([C:19]4[CH:24]=[CH:23][C:22]([C@H:25]5[CH2:30][CH2:29][C@H:28]([CH2:31][C:32]([O:34]CC)=[O:33])[CH2:27][CH2:26]5)=[CH:21][CH:20]=4)[NH:16][N:15]=3)[CH2:10][CH:5]3[CH2:6][CH:7]([CH2:9][CH:3]([CH2:4]3)[CH2:2]1)[CH2:8]2.O.[OH-].[Li+].O1CCCC1.Cl>O>[C:1]12([CH:11]([OH:37])[CH2:12][O:13][C:14]3[CH:18]=[C:17]([C:19]4[CH:20]=[CH:21][C:22]([C@H:25]5[CH2:26][CH2:27][C@H:28]([CH2:31][C:32]([OH:34])=[O:33])[CH2:29][CH2:30]5)=[CH:23][CH:24]=4)[NH:16][N:15]=3)[CH2:10][CH:5]3[CH2:4][CH:3]([CH2:9][CH:7]([CH2:6]3)[CH2:8]1)[CH2:2]2 |f:1.2.3|. Run at time 8 hour. Solvent: O (H2O). Yields the product C12(CC3CC(CC(C1)C3)C2)C(COC2=NNC(=C2)C2=CC=C(C=C2)[C@@H]2CC[C@H](CC2)CC(=O)O)O (Trans [4-(4-{3-[2-(1-adamantyl)-2-hydroxyethoxy]-1H-pyrazol-5-yl}phenyl)cyclohexyl]acetic acid). Reactants: Cl (HCl), C12(CC3CC(CC(C1)C3)C2)C(COC2=NNC(=C2)C2=CC=C(C=C2)[C@@H]2CC[C@H](CC2)CC(=O)OCC)O (Trans ethyl [4-(4-{3-[2-(1-adamantyl)-2-hydroxyethoxy]-1H-pyrazol-5-yl}phenyl)cyclohexyl]acetate), O.[OH-].[Li+] (lithium hydroxide monohydrate), O1CCCC1 (tetrahydrofuran). Reported procedure: A scintillation vial was charged with the product from Example 1G (18 mg, 0.036 mmol), lithium hydroxide monohydrate (5 mg, 0.12 mmol) and a mixed solvent (2 mL of tetrahydrofuran, 1 mL of H2O). The reaction vessel was placed in a shaker at room temperature overnight. After this time the mixture was acidified with 10% HCl, concentrated, and purified via RP-HPLC (Preparative reversed-phase high pressure liquid chromatography) using a Zorbax SB-C18 7 μM 21.2×250 mm column with UV detection analyze... The reactants are C=CCI, C1CCOC1, C[Si](C)(C)[N-][Si](C)(C)C, O=C1CCC(c2cccc(C(F)(F)F)c2)N1c1ccc(Oc2ccc(Cl)cc2)cc1, [Li+]. Product: C=CCC1CC(c2cccc(C(F)(F)F)c2)N(c2ccc(Oc3ccc(Cl)cc3)cc2)C1=O. RXN SMILES: [CH2:41]([CH:42]=[CH2:43])[I:44].[CH2:45]1[O:46][CH2:47][CH2:48][CH2:49]1.[CH3:32][Si:33]([N-:34][Si:35]([CH3:36])([CH3:37])[CH3:38])([CH3:39])[CH3:40].[Cl:1][c:2]1[cH:3][cH:4][c:5]([O:6][c:7]2[cH:8][cH:9][c:10]([N:13]3[C:14](=[O:28])[CH2:15][CH2:16][CH:17]3[c:18]3[cH:19][c:20]([C:24]([F:25])([F:26])[F:27])[cH:21][cH:22][cH:23]3)[cH:11][cH:12]2)[cH:29][cH:30]1.[Li+:31]>>[Cl:1][c:2]1[cH:3][cH:4][c:5]([O:6][c:7]2[cH:8][cH:9][c:10]([N:13]3[C:14](=[O:28])[CH:15]([CH2:43][CH:42]=[CH2:41])[CH2:16][CH:17]3[c:18]3[cH:19][c:20]([C:24]([F:25])([F:26])[F:27])[cH:21][cH:22][cH:23]3)[cH:11][cH:12]2)[cH:29][cH:30]1. Starting materials: O=C(CCc1ccccc1)CN1C(=O)CC1SCCO, O=C(OO)c1cccc(Cl)c1. Product: O=C(CCc1ccccc1)CN1C(=O)CC1S(=O)CCO. As a reaction SMILES: [OH:1][CH2:2][CH2:3][S:4][CH:5]1[CH2:6][C:7](=[O:20])[N:8]1[CH2:9][C:10]([CH2:11][CH2:12][c:13]1[cH:14][cH:15][cH:16][cH:17][cH:18]1)=[O:19].[OH:21][O:22][C:23]([c:24]1[cH:25][c:26]([Cl:27])[cH:28][cH:29][cH:30]1)=[O:31]>>[OH:1][CH2:2][CH2:3][S:4]([CH:5]1[CH2:6][C:7](=[O:20])[N:8]1[CH2:9][C:10]([CH2:11][CH2:12][c:13]1[cH:14][cH:15][cH:16][cH:17][cH:18]1)=[O:19])=[O:21]. Starting materials: O=S(=O)([O-])CC1CC(c2ccc(Br)c(F)c2)=NO1, [N-]=[N+]=[N-], [Na+], CN(C)C=O. The product is [N-]=[N+]=NCC1CC(c2ccc(Br)c(F)c2)=NO1. As a reaction SMILES: [Br:1][c:2]1[c:3]([F:18])[cH:4][c:5]([C:8]2=[N:9][O:10][CH:11]([CH2:13][S:14]([O-:15])(=[O:16])=[O:17])[CH2:12]2)[cH:6][cH:7]1.[N-:20]=[N+:21]=[N-:22].[Na+:19].[O:23]=[CH:24][N:25]([CH3:26])[CH3:27]>>[Br:1][c:2]1[c:3]([F:18])[cH:4][c:5]([C:8]2=[N:9][O:10][CH:11]([CH2:13][N:20]=[N+:21]=[N-:22])[CH2:12]2)[cH:6][cH:7]1.